Dataset: the Open Reaction Database (ORD), a public repository of structured organic reaction records. Task: describe an organic reaction: reactants, conditions, products, and yield Starting materials: COc1ccn(-c2nc(C)c(C(=O)O)s2)c(=O)c1, NCc1cccnc1. Yields the product COc1ccn(-c2nc(C)c(C(=O)NCc3cccnc3)s2)c(=O)c1. RXN SMILES: [CH3:1][O:2][c:3]1[cH:4][c:5](=[O:18])[n:6](-[c:9]2[s:10][c:11]([C:15](=[O:16])[OH:17])[c:12]([CH3:14])[n:13]2)[cH:7][cH:8]1.[n:19]1[cH:20][c:21]([CH2:25][NH2:26])[cH:22][cH:23][cH:24]1>>[CH3:1][O:2][c:3]1[cH:4][c:5](=[O:18])[n:6](-[c:9]2[s:10][c:11]([C:15](=[O:17])[NH:26][CH2:25][c:21]3[cH:20][n:19][cH:24][cH:23][cH:22]3)[c:12]([CH3:14])[n:13]2)[cH:7][cH:8]1. Starting materials: ClC1=CC=C(CNC(=O)C2=CC=C(C=C2)C2=C(C=CC(=C2)C=2OC(=NN2)C)C)C=C1 (N-(4-chlorobenzyl)-2′-methyl-5′-(5-methyl-1,3,4-oxadiazol-2-yl)-1,1′-biphenyl-4-carboxamide), C1(CC1)CBr (cyclopropylmethyl-bromide). Yields the product ClC1=CC=C(CN(C(=O)C2=CC=C(C=C2)C2=C(C=CC(=C2)C=2OC(=NN2)C)C)CC2CC2)C=C1 (N-(4-Chlorobenzyl)-N-(cyclopropylmethyl)-2′-methyl-5′-(5-methyl-1,3,4-oxadiazol-2-yl)-1,1′-biphenyl-4-carboxamide). As a reaction SMILES: [Cl:1][C:2]1[CH:30]=[CH:29][C:5]([CH2:6][NH:7][C:8]([C:10]2[CH:15]=[CH:14][C:13]([C:16]3[CH:21]=[C:20]([C:22]4[O:23][C:24]([CH3:27])=[N:25][N:26]=4)[CH:19]=[CH:18][C:17]=3[CH3:28])=[CH:12][CH:11]=2)=[O:9])=[CH:4][CH:3]=1.[CH:31]1([CH2:34]Br)[CH2:33][CH2:32]1>>[Cl:1][C:2]1[CH:3]=[CH:4][C:5]([CH2:6][N:7]([CH2:34][CH:31]2[CH2:33][CH2:32]2)[C:8]([C:10]2[CH:11]=[CH:12][C:13]([C:16]3[CH:21]=[C:20]([C:22]4[O:23][C:24]([CH3:27])=[N:25][N:26]=4)[CH:19]=[CH:18][C:17]=3[CH3:28])=[CH:14][CH:15]=2)=[O:9])=[CH:29][CH:30]=1. Reported procedure: N-(4-Chlorobenzyl)-N-(cyclopropylmethyl)-2′-methyl-5′-(5-methyl-1,3,4-oxadiazol-2-yl)-1,1′-biphenyl-4-carboxamide was prepared from N-(4-chlorobenzyl)-2′-methyl-5′-(5-methyl-1,3,4-oxadiazol-2-yl)-1,1′-biphenyl-4-carboxamide and cyclopropylmethyl-bromide using method L. LCMS; retention time 3.89 min, MH+ 472/474. Yields the product O=[N+]([O-])c1cc(-c2ncc(C(F)(F)F)cc2Cl)ccc1F. Starting materials: Fc1ccc(-c2ncc(C(F)(F)F)cc2Cl)cc1, O, O=[N+]([O-])O, O=S(=O)(O)O. Reaction SMILES: [Cl:5][c:6]1[c:7](-[c:16]2[cH:17][cH:18][c:19]([F:22])[cH:20][cH:21]2)[n:8][cH:9][c:10]([C:12]([F:13])([F:14])[F:15])[cH:11]1.[OH2:23].[OH:1][N+:2]([O-:3])=[O:4].[S:24](=[O:25])(=[O:26])([OH:27])[OH:28]>>[O-:1][N+:2](=[O:4])[c:18]1[cH:17][c:16](-[c:7]2[c:6]([Cl:5])[cH:11][c:10]([C:12]([F:13])([F:14])[F:15])[cH:9][n:8]2)[cH:21][cH:20][c:19]1[F:22].